Dataset: the Open Reaction Database (ORD), a public repository of structured organic reaction records. Task: describe an organic reaction: reactants, conditions, products, and yield Starting materials: Cc1ccccc1, CCOCC, CC1(C)CC(O)CC(C)(C)N1O. Product: CC1(C)CC(O)CC(C)(C)N1OCc1ccccc1. As a reaction SMILES: [CH3:13][c:14]1[cH:15][cH:16][cH:17][cH:18][cH:19]1.[CH3:20][CH2:21][O:22][CH2:23][CH3:24].[OH:1][N:2]1[C:3]([CH3:11])([CH3:12])[CH2:4][CH:5]([OH:10])[CH2:6][C:7]1([CH3:8])[CH3:9]>>[O:1]([N:2]1[C:3]([CH3:11])([CH3:12])[CH2:4][CH:5]([OH:10])[CH2:6][C:7]1([CH3:8])[CH3:9])[CH2:13][c:14]1[cH:15][cH:16][cH:17][cH:18][cH:19]1. Reactants: C(C)(C)(C)OC(=O)N1CCN(CC1)CCCC=1OC=CC1 (1-t-butoxycarbonyl-4-[3-(2-furyl)propyl]-piperazine), FC(C(=O)O)(F)F (trifluoroacetic acid), resultant mixture. The product is O1C(=CC=C1)CCCN1CCNCC1 (1-[3-(2-furyl)propyl]piperazine). The yield is 131.3%. RXN SMILES: C(OC([N:8]1[CH2:13][CH2:12][N:11]([CH2:14][CH2:15][CH2:16][C:17]2[O:18][CH:19]=[CH:20][CH:21]=2)[CH2:10][CH2:9]1)=O)(C)(C)C.FC(F)(F)C(O)=O>>[O:18]1[CH:19]=[CH:20][CH:21]=[C:17]1[CH2:16][CH2:15][CH2:14][N:11]1[CH2:12][CH2:13][NH:8][CH2:9][CH2:10]1. Procedure: To 1.5 g of 1-t-butoxycarbonyl-4-[3-(2-furyl)propyl]-piperazine was added 5 ml of trifluoroacetic acid under ice-cooling, and the resultant mixture was stirred at room temperature for 2 hours. The reaction mixture was concentrated under reduced pressure, and then dissolved in ethyl acetate 10 ml. To the solution was added 4N hydrochloric acid-dioxane solution under ice-cooling to yield 1.3 g of 1-[3-(2-furyl)propyl]piperazine.2 hydrochloride. Starting materials: B(Br)(Br)Br (BBr3), COC(=O)C1=CC=CC=2N(C(=NC21)C(NC2=CC=C(C=C2)N2C(COCC2)=O)=O)CC(NC2=NC=C(C=C2)Cl)=O (1-[(5-Chloro-pyridin-2-ylcarbamoyl)-methyl]-2-[4-(3-oxo-morpholin-4-yl)-phenylcarbamoyl]-1H-benzoimidazole-4-carboxylic acid methyl ester), B(Br)(Br)Br (BBr3). The solvent is C(Cl)Cl (CH2Cl2). Conditions: time 24 hour. Yields the product ClC=1C=CC(=NC1)NC(=O)CN1C(=NC2=C1C=CC=C2C(=O)O)C(NC2=CC=C(C=C2)N2C(COCC2)=O)=O (1-[(5-Chloro-pyridin-2-ylcarbamoyl)-methyl]-2-[4-(3-oxo-morpholin-4-yl)-phenylcarbamoyl]-1H-benzoimidazole-4-carboxylic acid). As a reaction SMILES: C[O:2][C:3]([C:5]1[C:13]2[N:12]=[C:11]([C:14](=[O:29])[NH:15][C:16]3[CH:21]=[CH:20][C:19]([N:22]4[CH2:27][CH2:26][O:25][CH2:24][C:23]4=[O:28])=[CH:18][CH:17]=3)[N:10]([CH2:30][C:31](=[O:40])[NH:32][C:33]3[CH:38]=[CH:37][C:36]([Cl:39])=[CH:35][N:34]=3)[C:9]=2[CH:8]=[CH:7][CH:6]=1)=[O:4].B(Br)(Br)Br>C(Cl)Cl>[Cl:39][C:36]1[CH:37]=[CH:38][C:33]([NH:32][C:31]([CH2:30][N:10]2[C:9]3[CH:8]=[CH:7][CH:6]=[C:5]([C:3]([OH:4])=[O:2])[C:13]=3[N:12]=[C:11]2[C:14](=[O:29])[NH:15][C:16]2[CH:21]=[CH:20][C:19]([N:22]3[CH2:27][CH2:26][O:25][CH2:24][C:23]3=[O:28])=[CH:18][CH:17]=2)=[O:40])=[N:34][CH:35]=1. Procedure details: 127 mg (0.20 mmol) 1-[(5-Chloro-pyridin-2-ylcarbamoyl)-methyl]-2-[4-(3-oxo-morpholin-4-yl)-phenylcarbamoyl]-1H-benzoimidazole-4-carboxylic acid methyl ester were dissolved in 15 mL CH2Cl2. At 0° C. 1.8 mL (1.8 mmol) of a 1 M BBr3-solution were added. The reaction mixture was stirred for 24 h at room temperature. Because of incomplete conversion further 0.9 mL (0.9 mmol) of a 1 M BBr3-solution were added. After stirring for 24 h at room temperature the reaction mixture was concentrated and purifi... The reactants are ClCC(=O)NC1=CC2=C(NC(CO2)=O)C=C1 (2-chloro-N-(3-oxo-3,4-dihydro-2H-benzo[1,4]oxazin-7-yl)-acetamide), FC1=CC=C(CC2CCNCC2)C=C1 (4-(4-fluoro-benzyl)-piperidine). Solvent: C(C)OCC (diethylether). The product is FC1=CC=C(CC2CCN(CC2)CC(=O)NC2=CC3=C(NC(CO3)=O)C=C2)C=C1 (2-[4-(4-Fluoro-benzyl)-piperidin-1-yl]-N-(3-oxo-3,4-dihydro-2H-benzo[1,4]oxazin-7-yl)-acetamide). RXN SMILES: Cl[CH2:2][C:3]([NH:5][C:6]1[CH:16]=[CH:15][C:9]2[NH:10][C:11](=[O:14])[CH2:12][O:13][C:8]=2[CH:7]=1)=[O:4].[F:17][C:18]1[CH:30]=[CH:29][C:21]([CH2:22][CH:23]2[CH2:28][CH2:27][NH:26][CH2:25][CH2:24]2)=[CH:20][CH:19]=1>C(OCC)C>[F:17][C:18]1[CH:19]=[CH:20][C:21]([CH2:22][CH:23]2[CH2:24][CH2:25][N:26]([CH2:2][C:3]([NH:5][C:6]3[CH:16]=[CH:15][C:9]4[NH:10][C:11](=[O:14])[CH2:12][O:13][C:8]=4[CH:7]=3)=[O:4])[CH2:27][CH2:28]2)=[CH:29][CH:30]=1. Reported procedure: The title compound is prepared from 2-chloro-N-(3-oxo-3,4-dihydro-2H-benzo[1,4]oxazin-7-yl)-acetamide (Example 153a) and 4-(4-fluoro-benzyl)-piperidine according to the method described in Example 142b. Melting Point: 209-211° C. (diethylether) Reactants: CN(C)C=O, CCOC(C)=O, O=C(Cl)C(=O)Cl, N#CC1(c2cccc(C(=O)O)c2Cl)CC1, CC(=O)Nc1nc2ccc(Oc3cccc(N)c3)cc2s1, C1CCOC1, O. As a reaction SMILES: [CH3:22][N:23]([CH3:24])[CH:25]=[O:26].[CH3:53][CH2:54][O:55][C:56](=[O:57])[CH3:58].[Cl:16][C:17]([C:18]([Cl:19])=[O:20])=[O:21].[Cl:1][c:2]1[c:3]([C:4](=[O:5])[OH:6])[cH:7][cH:8][cH:9][c:10]1[C:11]1([C:14]#[N:15])[CH2:12][CH2:13]1.[NH2:27][c:28]1[cH:29][c:30]([O:31][c:32]2[cH:33][c:34]3[c:35]([n:36][c:37]([NH:39][C:40]([CH3:41])=[O:42])[s:38]3)[cH:43][cH:44]2)[cH:45][cH:46][cH:47]1.[O:48]1[CH2:49][CH2:50][CH2:51][CH2:52]1.[OH2:59]>>[Cl:1][c:2]1[c:3]([C:4](=[O:6])[NH:27][c:28]2[cH:29][c:30]([O:31][c:32]3[cH:33][c:34]4[c:35]([n:36][c:37]([NH:39][C:40]([CH3:41])=[O:42])[s:38]4)[cH:43][cH:44]3)[cH:45][cH:46][cH:47]2)[cH:7][cH:8][cH:9][c:10]1[C:11]1([C:14]#[N:15])[CH2:12][CH2:13]1. The product is CC(=O)Nc1nc2ccc(Oc3cccc(NC(=O)c4cccc(C5(C#N)CC5)c4Cl)c3)cc2s1.